This data is from the Open Reaction Database (ORD), a public repository of structured organic reaction records. The task is: describe an organic reaction: reactants, conditions, products, and yield Reactants: C1CCOC1, CN1CCN(c2ccc(N)cc2)CC1, Cn1nccc1C(=O)Nc1cccc(C(=O)c2ccc3c(c2)NC(=O)C3=CO)c1. Yields the product CN1CCN(c2ccc(NC=C3C(=O)Nc4cc(C(=O)c5cccc(NC(=O)c6ccnn6C)c5)ccc43)cc2)CC1. As a reaction SMILES: [CH2:44]1[O:45][CH2:46][CH2:47][CH2:48]1.[CH3:30][N:31]1[CH2:32][CH2:33][N:34]([c:37]2[cH:38][cH:39][c:40]([NH2:43])[cH:41][cH:42]2)[CH2:35][CH2:36]1.[OH:1][CH:2]=[C:3]1[C:4](=[O:29])[NH:5][c:6]2[cH:7][c:8]([C:12](=[O:13])[c:14]3[cH:15][c:16]([NH:20][C:21](=[O:22])[c:23]4[n:24]([CH3:28])[n:25][cH:26][cH:27]4)[cH:17][cH:18][cH:19]3)[cH:9][cH:10][c:11]21>>[CH:2](=[C:3]1[C:4](=[O:29])[NH:5][c:6]2[cH:7][c:8]([C:12](=[O:13])[c:14]3[cH:15][c:16]([NH:20][C:21](=[O:22])[c:23]4[n:24]([CH3:28])[n:25][cH:26][cH:27]4)[cH:17][cH:18][cH:19]3)[cH:9][cH:10][c:11]21)[NH:43][c:40]1[cH:39][cH:38][c:37]([N:34]2[CH2:33][CH2:32][N:31]([CH3:30])[CH2:36][CH2:35]2)[cH:42][cH:41]1.